Dataset: the Open Reaction Database (ORD), a public repository of structured organic reaction records. Task: describe an organic reaction: reactants, conditions, products, and yield Starting materials: ClC=1C=C2C=C(C(NC2=CC1)C(F)(F)F)C(=O)OCC (ethyl 6-chloro-1,2-dihydro-2-(trifluoromethyl)-3-quinolinecarboxylate), [OH-].[Na+] (NaOH), CCCCCC (Hexane), S(=O)(=O)(OC)OC (Dimethyl sulfate). The reagents and catalysts are [I-].C(CCC)[N+](CCCC)(CCCC)CCCC (tetrabutylammonium iodide). Run in C(Cl)Cl (methylene chloride). Product: ClC=1C=C2C=C(C(N(C2=CC1)C)C(F)(F)F)C(=O)OCC (ethyl 6-chloro-1,2-dihydro-1-methyl-2-(trifluoromethyl)-3-quinoline-carboxylate). Isolated yield 89.2%. Reaction SMILES: [Cl:1][C:2]1[CH:3]=[C:4]2[C:9](=[CH:10][CH:11]=1)[NH:8][CH:7]([C:12]([F:15])([F:14])[F:13])[C:6]([C:16]([O:18][CH2:19][CH3:20])=[O:17])=[CH:5]2.[OH-].[Na+].S(OC)(O[CH3:27])(=O)=O.CCCCCC>[I-].C([N+](CCCC)(CCCC)CCCC)CCC.C(Cl)Cl>[Cl:1][C:2]1[CH:3]=[C:4]2[C:9](=[CH:10][CH:11]=1)[N:8]([CH3:27])[CH:7]([C:12]([F:15])([F:14])[F:13])[C:6]([C:16]([O:18][CH2:19][CH3:20])=[O:17])=[CH:5]2 |f:1.2,5.6|. Procedure: Ethyl 6-chloro-1,2-dihydro-2-(trifluoromethyl)-3-quinolinecarboxylate (Example 157, Step 2) (1.28 g, 4.21 mmol), tetrabutylammonium iodide (0.36 g, 0.92 mmol) and aqueous NaOH (50%, 2 mL) were stirred vigorously in methylene chloride (40 mL). Dimethyl sulfate (2.12 g, 16.84 mmol) was added to the dark orange mixture via syringe over 2 hours. Hexane (5 mL) was added, and the solution was washed with water (2×20 mL), saturated ammonium chloride solution (2×20 mL), dried over sodium sulfate and fil... Procedure details: Under nitrogen atmosphere, 4-propargylmorpholine (550 mg, 4.4 mmol) bis(triphenylphosphine)palladium(II) dichloride (40 mg, 0.057 mmol) and copper(II) acetate (7 mg, 0.038 mmol) were added to a degassed solution of the above ester (280 mg, 0.55 mmol) in triethylamine (30 mL). The reaction mixture was refluxed for 8 h, diluted with benzene (100 mL), filtered and evaporated in vacuo. The residue was purified by column chromatography (silica gel Fluka 60, chloroform/methanol 9:1) yielding ethyl (Z)... Run in C(C)N(CC)CC (triethylamine), C1=CC=CC=C1 (benzene). As a reaction SMILES: [CH2:1]([N:4]1[CH2:9][CH2:8][O:7][CH2:6][CH2:5]1)[C:2]#[CH:3].Br[C:11]1[CH:16]=[CH:15][C:14](/[C:17](/[C:35]2[CH:40]=[CH:39][C:38]([Cl:41])=[CH:37][CH:36]=2)=[CH:18]/[CH2:19][O:20][C:21]2[CH:26]=[CH:25][C:24]([CH:27]([CH3:33])[C:28]([O:30][CH2:31][CH3:32])=[O:29])=[C:23]([CH3:34])[CH:22]=2)=[CH:13][CH:12]=1>C(N(CC)CC)C.C1C=CC=CC=1.C([O-])(=O)C.[Cu+2].C([O-])(=O)C>[Cl:41][C:38]1[CH:37]=[CH:36][C:35](/[C:17](/[C:14]2[CH:13]=[CH:12][C:11]([C:3]#[C:2][CH2:1][N:4]3[CH2:9][CH2:8][O:7][CH2:6][CH2:5]3)=[CH:16][CH:15]=2)=[CH:18]\[CH2:19][O:20][C:21]2[CH:26]=[CH:25][C:24]([CH:27]([CH3:33])[C:28]([O:30][CH2:31][CH3:32])=[O:29])=[C:23]([CH3:34])[CH:22]=2)=[CH:40][CH:39]=1 |f:4.5.6|. Reagents/catalysts: C(C)(=O)[O-].[Cu+2].C(C)(=O)[O-] (copper(II) acetate). Yields the product ClC1=CC=C(C=C1)\C(=C/COC1=CC(=C(C=C1)C(C(=O)OCC)C)C)\C1=CC=C(C=C1)C#CCN1CCOCC1 (ethyl (Z)-[4-[3-(4-chlorophenyl)-3-[4-[3-(morpholin-4-yl)propynyl]phenyl]allyloxy]-2-methylphenyl]propionate). Starting materials: C(C#C)N1CCOCC1 (4-propargylmorpholine), BrC1=CC=C(C=C1)/C(=C/COC1=CC(=C(C=C1)C(C(=O)OCC)C)C)/C1=CC=C(C=C1)Cl (ethyl (E)-[4-[3-(4-bromophenyl)-3-(4-chlorophenyl)allyloxy]-2-methyl phenyl]-propionate). Reactants: CCCC[N+](CCCC)(CCCC)CCCC, CCOC(=O)CCCl, [I-], [K+], [K+], NC1CCCCC1, O=C([O-])[O-]. The product is CCOC(=O)CCNC1CCCCC1. RXN SMILES: [CH2:23]([N+:24]([CH2:25][CH2:26][CH2:27][CH3:28])([CH2:29][CH2:30][CH2:31][CH3:32])[CH2:33][CH2:34][CH2:35][CH3:36])[CH2:37][CH2:38][CH3:39].[CH2:8]([CH3:9])[O:10][C:11]([CH2:12][CH2:13][Cl:14])=[O:15].[I-:22].[K+:16].[K+:17].[NH2:1][CH:2]1[CH2:3][CH2:4][CH2:5][CH2:6][CH2:7]1.[O-:18][C:19]([O-:20])=[O:21]>>[NH:1]([CH:2]1[CH2:3][CH2:4][CH2:5][CH2:6][CH2:7]1)[CH2:13][CH2:12][C:11]([O:10][CH2:8][CH3:9])=[O:15]. The reactants are CCOC(=O)CCCOc1cccc(CCCCCCBr)c1CCC(=O)OCC, CC#N, CCOC(C)=O, Sc1cc(Cl)cc(Cl)c1, [K+], [K+], O=C([O-])[O-], CN(C)C=O. Product: CCOC(=O)CCCOc1cccc(CCCCCCSc2cc(Cl)cc(Cl)c2)c1CCC(=O)OCC. RXN SMILES: [CH2:10]([CH3:11])[O:12][C:13]([CH2:14][CH2:15][CH2:16][O:17][c:18]1[c:19]([CH2:31][CH2:32][C:33](=[O:34])[O:35][CH2:36][CH3:37])[c:20]([CH2:24][CH2:25][CH2:26][CH2:27][CH2:28][CH2:29][Br:30])[cH:21][cH:22][cH:23]1)=[O:38].[CH3:45][C:46]#[N:47].[CH3:53][CH2:54][O:55][C:56]([CH3:57])=[O:58].[Cl:1][c:2]1[cH:3][c:4]([SH:9])[cH:5][c:6]([Cl:8])[cH:7]1.[K+:39].[K+:40].[O-:41][C:42]([O-:43])=[O:44].[O:48]=[CH:49][N:50]([CH3:51])[CH3:52]>>[Cl:1][c:2]1[cH:3][c:4]([S:9][CH2:29][CH2:28][CH2:27][CH2:26][CH2:25][CH2:24][c:20]2[c:19]([CH2:31][CH2:32][C:33](=[O:34])[O:35][CH2:36][CH3:37])[c:18]([O:17][CH2:16][CH2:15][CH2:14][C:13]([O:12][CH2:10][CH3:11])=[O:38])[cH:23][cH:22][cH:21]2)[cH:5][c:6]([Cl:8])[cH:7]1. The reactants are BrC(C(C)=O)CCCC (3-bromo-2-heptanone), N1C=NC=C1 (imidazole), O (water). Run in CN(C=O)C (N,N-dimethylformamide). Product: N1(C=NC=C1)C(C(C)=O)CCCC (3-(imidazole-1-yl)-2-heptanone). Reaction SMILES: [NH:1]1[CH:5]=[CH:4][N:3]=[CH:2]1.Br[CH:7]([CH2:11][CH2:12][CH2:13][CH3:14])[C:8](=[O:10])[CH3:9].O>CN(C)C=O>[N:1]1([CH:7]([CH2:11][CH2:12][CH2:13][CH3:14])[C:8](=[O:10])[CH3:9])[CH:5]=[CH:4][N:3]=[CH:2]1. Reported procedure: 30 g of imidazole was dissolved in 80 ml of N,N-dimethylformamide. To this solution, 30 g of 3-bromo-2-heptanone was gradually added under stirring, and stirred at a temperature of from 50° to 60° C. for 4 hours. Then, the mixture was poured into water and extracted with chloroform. The extraction solution was treated by a usual manner, and the obtained oily product was purified by distillation, whereby 3-(imidazole-1-yl)-2-heptanone was obtained. The boiling point was 116°-119° C./2 mmHg. Reactants: COC(=O)C=1C(=NC2=C(C=C(C=C2C1C1=CC(=C(C=C1)F)Cl)Cl)Cl)C(C)C (6,8-dichloro-4-(3-chloro-4-fluoro-phenyl)-2-isopropyl-quinoline-3-carboxylic acid methyl ester), [I-].[Li+] (lithium iodide). The solvent is N1=CC=CC=C1 (pyridine). The product is ClC=1C=C2C(=C(C(=NC2=C(C1)Cl)C(C)C)C(=O)O)C1=CC(=C(C=C1)F)Cl (6,8-Dichloro-4-(3-chloro-4-fluoro-phenyl)-2-isopropyl-quinoline-3-carboxylic acid). Yield: 86.2%. As a reaction SMILES: C[O:2][C:3]([C:5]1[C:6]([CH:25]([CH3:27])[CH3:26])=[N:7][C:8]2[C:13]([C:14]=1[C:15]1[CH:20]=[CH:19][C:18]([F:21])=[C:17]([Cl:22])[CH:16]=1)=[CH:12][C:11]([Cl:23])=[CH:10][C:9]=2[Cl:24])=[O:4].[I-].[Li+]>N1C=CC=CC=1>[Cl:23][C:11]1[CH:12]=[C:13]2[C:8](=[C:9]([Cl:24])[CH:10]=1)[N:7]=[C:6]([CH:25]([CH3:26])[CH3:27])[C:5]([C:3]([OH:4])=[O:2])=[C:14]2[C:15]1[CH:20]=[CH:19][C:18]([F:21])=[C:17]([Cl:22])[CH:16]=1 |f:1.2|. Reported procedure: A solution of 6,8-dichloro-4-(3-chloro-4-fluoro-phenyl)-2-isopropyl-quinoline-3-carboxylic acid methyl ester (42.0 mg, 0.0984 mmol, Eq: 1.00) and lithium iodide (132 mg, 0.984 mmol, Eq: 10.0) in pyridine (1.5 ml) was heated to 135° C. overnight. The pyridine was then removed in vacuo and the remaining residue was diluted with water. The pH was adjusted to 12 by addition of 0.1N NaOH and the mixture was extracted with diethylether/heptane (60:40) (3×). The aqueous layer was acidified with 0.1N HC...